Task: describe an organic reaction: reactants, conditions, products, and yield. Dataset: the Open Reaction Database (ORD), a public repository of structured organic reaction records The reactants are O=C(O)c1ccc(Cl)c([N+](=O)[O-])c1Cl, O=S(Cl)Cl. As a reaction SMILES: [Cl:1][c:2]1[c:3]([C:4](=[O:5])[OH:6])[cH:7][cH:8][c:9]([Cl:14])[c:10]1[N+:11](=[O:12])[O-:13].[S:15]([Cl:16])([Cl:17])=[O:18]>>[Cl:1][c:2]1[c:3]([C:4](=[O:5])[Cl:17])[cH:7][cH:8][c:9]([Cl:14])[c:10]1[N+:11](=[O:12])[O-:13]. The product is O=C(Cl)c1ccc(Cl)c([N+](=O)[O-])c1Cl. Reactants: CC1=C(N=C(O1)C1=CC2=CC=CC=C2C=C1)COC1=CC=C(C=C1)/C=C/CO ((E)-3-[4-[5-methyl-2-(2-naphthyl)-4-oxazolylmethoxy]phenyl]-2-propen-1-ol). The reagents and catalysts are [O-2].[O-2].[Mn+4] (manganese dioxide). Product: CC1=C(N=C(O1)C1=CC2=CC=CC=C2C=C1)COC1=CC=C(C=C1)/C=C/C=O ((E)-3-[4-[5-methyl-2-(2-naphthyl)-4-oxazolylmethoxy]phenyl]-2-propen-1-al). RXN SMILES: [CH3:1][C:2]1[O:6][C:5]([C:7]2[CH:16]=[CH:15][C:14]3[C:9](=[CH:10][CH:11]=[CH:12][CH:13]=3)[CH:8]=2)=[N:4][C:3]=1[CH2:17][O:18][C:19]1[CH:24]=[CH:23][C:22](/[CH:25]=[CH:26]/[CH2:27][OH:28])=[CH:21][CH:20]=1>[O-2].[O-2].[Mn+4]>[CH3:1][C:2]1[O:6][C:5]([C:7]2[CH:16]=[CH:15][C:14]3[C:9](=[CH:10][CH:11]=[CH:12][CH:13]=3)[CH:8]=2)=[N:4][C:3]=1[CH2:17][O:18][C:19]1[CH:20]=[CH:21][C:22](/[CH:25]=[CH:26]/[CH:27]=[O:28])=[CH:23][CH:24]=1 |f:1.2.3|. Reported procedure: According to the method described for Reference Example 34, (E)-3-[4-[5-methyl-2-(2-naphthyl)-4-oxazolylmethoxy]phenyl]-2-propen-1-ol was subjected to oxidation with activated manganese dioxide to give (E)-3-[4-[5-methyl-2-(2-naphthyl)-4-oxazolylmethoxy]phenyl]-2-propen-1-al. Recrystallization from chloroform-ether gave colorless prisms, m.p.179°-180° C. Starting materials: CCCc1c(O)c(C(C)=O)cc2c(Cl)cc(C(=O)OC)nc12, Cl, N. Yields the product CCCc1c(O)c(C(C)=O)cc2c(Cl)cc(C(N)=O)nc12. RXN SMILES: [C:1]([CH3:2])(=[O:3])[c:4]1[cH:5][c:6]2[c:7]([Cl:22])[cH:8][c:9]([C:18](=[O:19])[O:20][CH3:21])[n:10][c:11]2[c:12]([CH2:15][CH2:16][CH3:17])[c:13]1[OH:14].[ClH:24].[NH3:23]>>[C:1]([CH3:2])(=[O:3])[c:4]1[cH:5][c:6]2[c:7]([Cl:22])[cH:8][c:9]([C:18](=[O:19])[NH2:23])[n:10][c:11]2[c:12]([CH2:15][CH2:16][CH3:17])[c:13]1[OH:14]. Reactants: NCC=1SC=CC1 (2-Aminomethyl thiophene), COC(=O)C=1C=C(C2=C(S(CC3=C(O2)C(=CC(=C3)NCCCl)Cl)(=O)=O)C1)C (4-Chloro-2-(2-chloro-ethylamino)-6-methyl-10,10-dioxo-10,11-dihydro-5-oxa-10lambda*6*-thia-dibenzo[a,d]cycloheptene-8-carboxylic acid methyl ester). The reagents and catalysts are [I-].C(CCC)[N+](CCCC)(CCCC)CCCC (tetrabutylammonium iodide). Run in CO (methanol). Reaction conditions: temperature 110 celsius. The product is COC(=O)C=1C=C(C2=C(S(CC3=C(O2)C(=CC(=C3)NCCNCC=3SC=CC3)Cl)(=O)=O)C1)C (4-Chloro-6-methyl-10,10-dioxo-2-{2-[(thiophen-2-ylmethyl)-amino]-ethylamino}-10,11-dihydro-5-oxa-10lambda*6*-thia-dibenzo[a,d]cycloheptene-8-carboxylic acid methyl ester). RXN SMILES: [NH2:1][CH2:2][C:3]1[S:4][CH:5]=[CH:6][CH:7]=1.[CH3:8][O:9][C:10]([C:12]1[CH:13]=[C:14]([CH3:34])[C:15]2[O:21][C:20]3[C:22]([Cl:30])=[CH:23][C:24]([NH:26][CH2:27][CH2:28]Cl)=[CH:25][C:19]=3[CH2:18][S:17](=[O:32])(=[O:31])[C:16]=2[CH:33]=1)=[O:11]>[I-].C([N+](CCCC)(CCCC)CCCC)CCC.CO>[CH3:8][O:9][C:10]([C:12]1[CH:13]=[C:14]([CH3:34])[C:15]2[O:21][C:20]3[C:22]([Cl:30])=[CH:23][C:24]([NH:26][CH2:27][CH2:28][NH:1][CH2:2][C:3]4[S:4][CH:5]=[CH:6][CH:7]=4)=[CH:25][C:19]=3[CH2:18][S:17](=[O:31])(=[O:32])[C:16]=2[CH:33]=1)=[O:11] |f:2.3|. Procedure details: 2-Aminomethyl thiophene (0.38 g, 3.363 mmol) and tetrabutylammonium iodide (0.02 g, 0.054 mmol) were added to a suspension of the carboxylic acid of Example 56k (0.4 g, 0.96 mmol) in methanol (5 mL) under nitrogen in a pressure reactor vessel and heated to 110° C. for 4 h. The reaction mixture was concentrated (oily residue), treated with methanolic HCl (15 mL) and refluxed for 3.5 h. It was concentrated, treated with an aqueous sodium bicarbonate solution to pH 8 and extracted with chloroform. ...